describe an organic reaction: reactants, conditions, products, and yield From a dataset of the Open Reaction Database (ORD), a public repository of structured organic reaction records. The product is O1C(=CC=C1)C1=NN2C(C=C(C=C2N)OC2=CC=C(C=C2)OC)=N1 (2-Furan-2-yl-7-(4-methoxy-phenoxy)-[1,2,4]triazolo [1,5-a]pyridin-5-ylamine). As a reaction SMILES: Br[C:2]1[CH:7]=[C:6]([NH2:8])[N:5]2[N:9]=[C:10]([C:12]3[O:13][CH:14]=[CH:15][CH:16]=3)[N:11]=[C:4]2[CH:3]=1.[CH3:17][O:18][C:19]1[CH:24]=[CH:23][C:22]([OH:25])=[CH:21][CH:20]=1>CN1CCCC1=O>[O:13]1[CH:14]=[CH:15][CH:16]=[C:12]1[C:10]1[N:11]=[C:4]2[CH:3]=[C:2]([O:25][C:22]3[CH:23]=[CH:24][C:19]([O:18][CH3:17])=[CH:20][CH:21]=3)[CH:7]=[C:6]([NH2:8])[N:5]2[N:9]=1. Solvent: CN1C(CCC1)=O (N-methyl-pyrrolidon). The reactants are BrC1=CC=2N(C(=C1)N)N=C(N2)C=2OC=CC2 (7-bromo-2-furan-2-yl-[1,2,4]triazolo[1,5-a]pyridin-5-ylamine), COC1=CC=C(C=C1)O (p-methoxy-phenol), CS2CO3. Procedure details: A mixture of 1 eq. 7-bromo-2-furan-2-yl-[1,2,4]triazolo[1,5-a]pyridin-5-ylamine, 5 eq. p-methoxy-phenol and a catalytic amount of CS2CO3 in 200 μl N-methyl-pyrrolidon was heated for 2 h to 160°. The mixture was, after filtration, purified with reversed phase column chromatography eluting with an acetonitrile/water gradient yielding the title compound, MS m/e (%): 322 M+H+ (100%).